Dataset: the Open Reaction Database (ORD), a public repository of structured organic reaction records. Task: describe an organic reaction: reactants, conditions, products, and yield Starting materials: C(C1=CC=CC=C1)(C1=CC=CC=C1)N1C(=C(C2=CC(=CC=C12)Cl)CCOC1=CC=C(C(=O)O)C=C1)CCNS(=O)(=O)C1=C(C=CC=C1)OCC(=CC=C)C (4-[2-(1-Benzhydryl-5-chloro-2-{2-[2-(2-methyl-penta-2,4-dienyloxy)-benzensulfonylamino]-ethyl}-1H-indol-3-yl)-ethoxy]-benzoic acid), C(C1=CC=CC=C1)(C1=CC=CC=C1)N1C(=C(C2=CC(=CC=C12)Cl)CCOC1=CC=C(C(=O)OC)C=C1)CCNS(=O)(=O)C1=C(C=CC=C1)OCC1=CC=CC=C1 (Methyl 4-(2-{1-benzhydryl-2-[2-(2-benzyloxy-benzenesulfonylamino)-ethy]-5-chloro-1H-indol-3yl}-ethoxy)benzoate). Reagents/catalysts: [Pd] (Pd/C). The solvent is CCO (EtOH), CO (MeOH). The product is C(C1=CC=CC=C1)(C1=CC=CC=C1)N1C(=C(C2=CC(=CC=C12)Cl)CCOC1=CC=C(C(=O)O)C=C1)CCNS(=O)(=O)C1=C(C=CC=C1)O (4-{2-[1-benzhydryl-5-chloro-2-(2-{[(2-hydroxyphenyl)sulfonyl]amino}ethyl)-1H-indol-3-yl]ethoxy}benzoic acid). The yield is 104.9%. As a reaction SMILES: [CH:1]([N:14]1[C:22]2[C:17](=[CH:18][C:19]([Cl:23])=[CH:20][CH:21]=2)[C:16]([CH2:24][CH2:25][O:26][C:27]2[CH:35]=[CH:34][C:30]([C:31]([OH:33])=[O:32])=[CH:29][CH:28]=2)=[C:15]1[CH2:36][CH2:37][NH:38][S:39]([C:42]1[CH:47]=[CH:46][CH:45]=[CH:44][C:43]=1[O:48]CC(C)=CC=C)(=[O:41])=[O:40])([C:8]1[CH:13]=[CH:12][CH:11]=[CH:10][CH:9]=1)[C:2]1[CH:7]=[CH:6][CH:5]=[CH:4][CH:3]=1.C(N1C2C(=CC(Cl)=CC=2)C(CCOC2C=CC(C(OC)=O)=CC=2)=C1CCNS(C1C=CC=CC=1OCC1C=CC=CC=1)(=O)=O)(C1C=CC=CC=1)C1C=CC=CC=1>CO.CCO.[Pd]>[CH:1]([N:14]1[C:22]2[C:17](=[CH:18][C:19]([Cl:23])=[CH:20][CH:21]=2)[C:16]([CH2:24][CH2:25][O:26][C:27]2[CH:35]=[CH:34][C:30]([C:31]([OH:33])=[O:32])=[CH:29][CH:28]=2)=[C:15]1[CH2:36][CH2:37][NH:38][S:39]([C:42]1[CH:47]=[CH:46][CH:45]=[CH:44][C:43]=1[OH:48])(=[O:40])=[O:41])([C:2]1[CH:7]=[CH:6][CH:5]=[CH:4][CH:3]=1)[C:8]1[CH:9]=[CH:10][CH:11]=[CH:12][CH:13]=1. Reported procedure: 4-[2-(1-Benzhydryl-5-chloro-2-{2-[2-(2-methyl-penta-2,4-dienyloxy)-benzensulfonylamino]-ethyl}-1H-indol-3-yl)-ethoxy]-benzoic acid (0.55 g, 0.70 mmole), (Step 1, Example 183) Methyl 4-(2-{1-benzhydryl-2-[2-(2-benzyloxy-benzenesulfonylamino)-ethy]-5-chloro-1H-indol-3yl}-ethoxy)benzoate, (0.55 g, 0.70 mmol), (Setp 1 , Example 184) and 10% Pd/C (55 mg) in MeOH (30 ml) and EtOH (20 ml) was hydrogenated. The resulting mixture was filtered through Celite and concentrated. The residue was chromatograph... Reactants: C=CCOC(=O)N1CCOCC1C(=O)OCC, CCO, Cl, [Na+], [OH-]. Product: C=CCOC(=O)N1CCOCC1C(=O)O. As a reaction SMILES: [CH2:1]([CH:2]=[CH2:3])[O:4][C:5](=[O:6])[N:7]1[CH:8]([C:13](=[O:14])[O:15][CH2:16][CH3:17])[CH2:9][O:10][CH2:11][CH2:12]1.[CH3:19][CH2:20][OH:21].[ClH:18].[Na+:23].[OH-:22]>>[CH2:1]([CH:2]=[CH2:3])[O:4][C:5](=[O:6])[N:7]1[CH:8]([C:13](=[O:14])[OH:15])[CH2:9][O:10][CH2:11][CH2:12]1. The reactants are BrC=1C=CC2=C(C(=NCC(=N2)NN=C(CCOC)C(=O)O)C2=C(C=CC=C2)Cl)C1 (7-bromo-2-[(1-carboxy-3-methoxypropylidene)hydrazino]-5-(o-chlorophenyl)-3H-1,4-benzodiazepine), [N+](=[N-])=C (diazomethane). Yields the product BrC=1C=CC2=C(C(=NCC(=N2)NN=C(CCOC)C(=O)OC)C2=C(C=CC=C2)Cl)C1 (7-bromo-2-[[1-(methoxycarbonyl)-3-methoxypropylidene]hydrazino]-5-(o-chlorophenyl)-3H-1,4-benzodiazepine). Reaction SMILES: [Br:1][C:2]1[CH:3]=[CH:4][C:5]2[N:11]=[C:10]([NH:12][N:13]=[C:14]([C:19]([OH:21])=[O:20])[CH2:15][CH2:16][O:17][CH3:18])[CH2:9][N:8]=[C:7]([C:22]3[CH:27]=[CH:26][CH:25]=[CH:24][C:23]=3[Cl:28])[C:6]=2[CH:29]=1.[N+](=[CH2:32])=[N-]>>[Br:1][C:2]1[CH:3]=[CH:4][C:5]2[N:11]=[C:10]([NH:12][N:13]=[C:14]([C:19]([O:21][CH3:32])=[O:20])[CH2:15][CH2:16][O:17][CH3:18])[CH2:9][N:8]=[C:7]([C:22]3[CH:27]=[CH:26][CH:25]=[CH:24][C:23]=3[Cl:28])[C:6]=2[CH:29]=1. Reported procedure: In the manner given in Example 10, 7-bromo-2-[(1-carboxy-3-methoxypropylidene)hydrazino]-5-(o-chlorophenyl)-3H-1,4-benzodiazepine can be treated with ethereal diazomethane to give 7-bromo-2-[[1-(methoxycarbonyl)-3-methoxypropylidene]hydrazino]-5-(o-chlorophenyl)-3H-1,4-benzodiazepine. The yield is 85.8%. Reactants: C(C)OC(=O)C=1NC2=CC=C(C=C2C1)Br (5-bromoindole-2-carboxylic acid ethyl ester), S(=O)(=O)(Cl)Cl (sulfurylchloride), C(=O)(O)[O-].[Na+] (NaHCO3). The product is C(C)OC(=O)C=1NC2=CC=C(C=C2C1Cl)Br (5-Bromo-3-chloro-1H-indole-2-carboxylic acid ethyl ester). Procedure details: A mixture of 5-bromoindole-2-carboxylic acid ethyl ester (4.00 g, 14.9 mmol), sulfurylchloride (1.8 mL, 22.4 mmol) and benzene (125 mL) was stirred at 90° C. for 2.5 h. The mixture was cooled to room temperature, NaHCO3 (aq., sat.) was added and the mixture extracted with EtOAc. The combined extracts were washed with water, brine and dried over Na2SO4. Concentration and recrystallisation (from toluene) gave the sub-title compound (3.87 g 85%). RXN SMILES: [CH2:1]([O:3][C:4]([C:6]1[NH:7][C:8]2[C:13]([CH:14]=1)=[CH:12][C:11]([Br:15])=[CH:10][CH:9]=2)=[O:5])[CH3:2].S(Cl)([Cl:19])(=O)=O.C([O-])(O)=O.[Na+]>C1C=CC=CC=1>[CH2:1]([O:3][C:4]([C:6]1[NH:7][C:8]2[C:13]([C:14]=1[Cl:19])=[CH:12][C:11]([Br:15])=[CH:10][CH:9]=2)=[O:5])[CH3:2] |f:2.3|. Run in C1=CC=CC=C1 (benzene). Reaction conditions: temperature 90 celsius, time 2.5 hour. Starting materials: COc1ccc(C)cc1C1(N2CC(OC(C)=O)CC2C(=O)N(C)C)C(=O)Nc2ccc(Cl)cc21, COc1cccc(OC(F)(F)F)c1, O=S(=O)(Cl)Cl. RXN SMILES: [C:1]([CH3:2])(=[O:3])[O:4][CH:5]1[CH2:6][N:7]([C:15]2([c:26]3[c:27]([O:33][CH3:34])[cH:28][cH:29][c:30]([CH3:32])[cH:31]3)[C:16](=[O:25])[NH:17][c:18]3[cH:19][cH:20][c:21]([Cl:24])[cH:22][c:23]32)[CH:8]([C:10](=[O:11])[N:12]([CH3:13])[CH3:14])[CH2:9]1.[CH3:40][O:41][c:42]1[cH:43][c:44]([O:48][C:49]([F:50])([F:51])[F:52])[cH:45][cH:46][cH:47]1.[S:35](=[O:36])(=[O:37])([Cl:38])[Cl:39]>>[C:1]([CH3:2])(=[O:3])[O:4][CH:5]1[CH2:6][N:7]([C:15]2([c:26]3[c:27]([O:33][CH3:34])[cH:28][cH:29][c:30]([CH3:32])[cH:31]3)[C:16](=[O:25])[N:17]([S:35](=[O:36])(=[O:37])[c:45]3[c:44]([O:48][C:49]([F:50])([F:51])[F:52])[cH:43][c:42]([O:41][CH3:40])[cH:47][cH:46]3)[c:18]3[cH:19][cH:20][c:21]([Cl:24])[cH:22][c:23]32)[CH:8]([C:10](=[O:11])[N:12]([CH3:13])[CH3:14])[CH2:9]1. Product: COc1ccc(S(=O)(=O)N2C(=O)C(c3cc(C)ccc3OC)(N3CC(OC(C)=O)CC3C(=O)N(C)C)c3cc(Cl)ccc32)c(OC(F)(F)F)c1. The reactants are C(C1=CC=CC=C1)N1C(N2CCCC(C3=C2C1=CC=C3)=O)=O (5,6-dihydro-1-benzyl-imidazo[4,5,l-j-k][1] benzazepin-2,7[1H,4H]-dione), OP(=O)(O)O (o-phosphoric acid), C1(=CC=CC=C1)O (phenol), [OH-].[Na+] (sodium hydroxide). The solvent is C(Cl)Cl (methylene chloride), O (water). Run at temperature 150 celsius. Product: N1C(N2CCCC(C3=C2C1=CC=C3)=O)=O (5,6-dihydro-imidazo[4,5,l-j-k][1]benzazepin-2,7-[1H,4H]-dione). The yield is 48.0%. RXN SMILES: C([N:8]1[C:17]2=[CH:18][CH:19]=[CH:20][C:15]3=[C:16]2[N:10]([CH2:11][CH2:12][CH2:13][C:14]3=[O:21])[C:9]1=[O:22])C1C=CC=CC=1.OP(O)(O)=O.C1(O)C=CC=CC=1.[OH-].[Na+]>C(Cl)Cl.O>[NH:8]1[C:17]2=[CH:18][CH:19]=[CH:20][C:15]3=[C:16]2[N:10]([CH2:11][CH2:12][CH2:13][C:14]3=[O:21])[C:9]1=[O:22] |f:3.4|. Reported procedure: A mixture of 29.2 g of the product of Step C, 292 g of o-phosphoric acid and 14.1 g of phenol were heated at 150° C. under an inert atmosphere for 2 hours, was cooled to about 35° C. and was poured into 1200 ml of iced water with stirring. 2 liters of methylene chloride were added to the mixture which was then made alkaline with sodium hydroxide. The mixture was filtered and the solids were washed with methylene chloride. The combined organic phases were washed, dried and evaporated to dryness u... Reactants: CCCC[N+](CCCC)(CCCC)CCCC, C1CCOC1, CCCC[N+](CCCC)(CCCC)CCCC, COc1ccc(C(C)C(=O)c2ccc3oc(=O)n(C)c3c2)c(Cl)c1, [F-], [F-], C[Si](C)(C)C(F)(F)F, O, O, O. Yields the product COc1ccc(C(C)C(O)(c2ccc3oc(=O)n(C)c3c2)C(F)(F)F)c(Cl)c1. Reaction SMILES: [CH2:37]([N+:38]([CH2:39][CH2:40][CH2:41][CH3:42])([CH2:43][CH2:44][CH2:45][CH3:46])[CH2:47][CH2:48][CH2:49][CH3:50])[CH2:51][CH2:52][CH3:53].[CH2:72]1[O:73][CH2:74][CH2:75][CH2:76]1.[CH3:55][CH2:56][CH2:57][CH2:58][N+:59]([CH2:60][CH2:61][CH2:62][CH3:63])([CH2:64][CH2:65][CH2:66][CH3:67])[CH2:68][CH2:69][CH2:70][CH3:71].[Cl:9][c:10]1[c:11]([CH:18]([C:19](=[O:20])[c:21]2[cH:22][cH:23][c:24]3[c:25]([n:26]([CH3:30])[c:27](=[O:29])[o:28]3)[cH:31]2)[CH3:32])[cH:12][cH:13][c:14]([O:16][CH3:17])[cH:15]1.[F-:36].[F-:54].[F:1][C:2]([F:3])([F:4])[Si:5]([CH3:6])([CH3:7])[CH3:8].[OH2:33].[OH2:34].[OH2:35]>>[F:1][C:2]([F:3])([F:4])[C:19]([CH:18]([c:11]1[c:10]([Cl:9])[cH:15][c:14]([O:16][CH3:17])[cH:13][cH:12]1)[CH3:32])([OH:20])[c:21]1[cH:22][cH:23][c:24]2[c:25]([n:26]([CH3:30])[c:27](=[O:29])[o:28]2)[cH:31]1.